This data is from the Open Reaction Database (ORD), a public repository of structured organic reaction records. The task is: describe an organic reaction: reactants, conditions, products, and yield Reactants: N(N)C1=NC2=CC=CC=C2C=C1 (2-Hydrazinoquinoline), [OH-].[Na+] (sodium hydroxide). As a reaction SMILES: [NH:1]([C:3]1[CH:12]=[CH:11][C:10]2[C:5](=[CH:6][CH:7]=[CH:8][CH:9]=2)[N:4]=1)[NH2:2].[OH-].[Na+]>C(O)(=O)CCC>[CH2:5]([C:10]1[N:4]2[C:5]3[C:10]([CH:11]=[CH:12][C:3]2=[N:1][N:2]=1)=[CH:9][CH:8]=[CH:7][CH:6]=3)[CH2:6][CH3:7] |f:1.2|. Solvent: C(CCC)(=O)O (n-butanoic acid). The product is C(CC)C1=NN=C2N1C1=CC=CC=C1C=C2 (1-PROPYL-S-TRIAZOLO(4,3-a)QUINOLINE). Procedure: 2-Hydrazinoquinoline (5.0 grams) was placed in a 250-milliliter three-necked flask equipped with a mechanical stirrer and a reflux condenser. To the flask was added 100 milliliters of n-butanoic acid. The reaction mixture was allowed to reflux overnight. In the morning the reaction mixture was cooled and then made basic by the addition of sodium hydroxide. The desired 1-propyl-s-triazolo(4,3-a)quinoline product was extracted from this solution with methylene chloride and the methylene chloride s...